This data is from the Open Reaction Database (ORD), a public repository of structured organic reaction records. The task is: describe an organic reaction: reactants, conditions, products, and yield Procedure details: In analogy to the procedure of Chaudhuri, N. Synth. Commun. 1996, 26, 20, 3783, O-ethylxanthic acid, potassium salt (Lancaster, 7.5 g, 46.9 mmol) was added to a solution of 2-bromo-5-trifluoromethylphenylamine (Aldrich, 5.0 g, 20.8 mmol) in N,N-dimethylformamide (DMF, 30 mL). The mixture was heated to reflux for 4 hours. After cooling to room temperature, the mixture was poured into ice water and acidified with 2N HCl. The solid product was collected by filtration. Recrystalization from CHCl3/He... Isolated yield 92.0%. The reactants are ice water, C(C)OC(=S)S (O-ethylxanthic acid), [K] (potassium), BrC1=C(C=C(C=C1)C(F)(F)F)N (2-bromo-5-trifluoromethylphenylamine), Cl (HCl). As a reaction SMILES: C(O[C:4]([SH:6])=[S:5])C.[K].Br[C:9]1[CH:14]=[CH:13][C:12]([C:15]([F:18])([F:17])[F:16])=[CH:11][C:10]=1[NH2:19].Cl>CN(C)C=O>[SH:6][C:4]1[S:5][C:9]2[CH:14]=[CH:13][C:12]([C:15]([F:16])([F:18])[F:17])=[CH:11][C:10]=2[N:19]=1 |^1:6|. Product: SC=1SC2=C(N1)C=C(C=C2)C(F)(F)F (2-Mercapto-5-trifluoromethyl-benzothiazole). Solvent: CN(C=O)C (N,N-dimethylformamide). The reactants are CC(=C[C@H]1C2=C(C=3C=CC(=CC3N2)OC)C[C@@H]4N1C(=O)[C@@H]5CCCN5C4=O)C (fumitremorgin C), [Cl-].[NH4+] (ammonium chloride), [H-].[Na+] (sodium hydride), CC(=CCBr)C (3,3-dimethyl allyl bromide). Run in ClCCl (dichloromethane), ClCCl (dichloromethane). The product is COC1=CC=C2C3=C(N(C2=C1)CC=C(C)C)[C@@H](N1[C@@H](C3)C(N3[C@H](C1=O)CCC3)=O)C=C(C)C ((5aS,12S,14aS)-9-methoxy-11-(3-methylbut-2-enyl)-12-(2-methylprop-1-enyl)-1,2,3,5a,6,11,12,14a-octahydro-5H,14H-pyrrolo[1″,2″:4′,5′]pyrazino[2′,1′:6,1]pyrido[3,4-b]indole-5,14-dione). RXN SMILES: [H-].[Na+].[CH3:3][C:4]([CH3:30])=[CH:5][C@@H:6]1[N:20]2[C:21]([C@H:23]3[N:27]([C:28](=[O:29])[C@@H:19]2[CH2:18][C:8]2[C:9]4[CH:10]=[CH:11][C:12]([O:16][CH3:17])=[CH:13][C:14]=4[NH:15][C:7]1=2)[CH2:26][CH2:25][CH2:24]3)=[O:22].[CH3:31][C:32]([CH3:36])=[CH:33][CH2:34]Br.[Cl-].[NH4+]>ClCCl>[CH3:17][O:16][C:12]1[CH:13]=[C:14]2[C:9]([C:8]3[CH2:18][C@H:19]4[C:28](=[O:29])[N:27]5[CH2:26][CH2:25][CH2:24][C@H:23]5[C:21](=[O:22])[N:20]4[C@@H:6]([CH:5]=[C:4]([CH3:30])[CH3:3])[C:7]=3[N:15]2[CH2:34][CH:33]=[C:32]([CH3:36])[CH3:31])=[CH:10][CH:11]=1 |f:0.1,4.5|. Procedure details: To a stirred suspension of sodium hydride (0.12 mol) in dry dichloromethane (0.1 ml) was added a solution of fumitremorgin C (0.05 mmol) in dichloromethane (0.5 ml) under an atmosphere of nitrogen at room temperature. Upon stirring for forty-five minutes, 3,3-dimethyl allyl bromide (0.11 mmol) was added and the reaction mixture stirred under nitrogen for two hours. Saturated aqueous solution of ammonium chloride was then added, and the alkylation product was extracted with ethyl acetate and puri... Starting materials: CC(=O)O, CNc1ccc(Cl)cc1, Clc1ccnc2ccccc12, [Na+], [OH-]. Yields the product CN(c1ccc(Cl)cc1)c1ccnc2ccccc12. Reaction SMILES: [CH3:23][C:24](=[O:25])[OH:26].[Cl:12][c:13]1[cH:14][cH:15][c:16]([NH:17][CH3:18])[cH:19][cH:20]1.[Cl:1][c:2]1[cH:3][cH:4][n:5][c:6]2[cH:7][cH:8][cH:9][cH:10][c:11]12.[Na+:22].[OH-:21]>>[c:2]1([N:17]([c:16]2[cH:15][cH:14][c:13]([Cl:12])[cH:20][cH:19]2)[CH3:18])[cH:3][cH:4][n:5][c:6]2[cH:7][cH:8][cH:9][cH:10][c:11]12. The reactants are COC(C1=CC(C(=O)N(CCC)C)=CC(=C1)[Sn](CCCC)(CCCC)CCCC)=O (N-methyl-N-propyl-5-tributylstannanyl-isophthalamic acid methyl ester), CC(C(=O)Cl)=C (2-methyl-acryloyl chloride), C1(CCCCC1)P(C1CCCCC1)C1CCCCC1 (tricyclohexylphosphine). The reagents and catalysts are C=1C=CC(=CC1)/C=C/C(=O)/C=C/C2=CC=CC=C2.C=1C=CC(=CC1)/C=C/C(=O)/C=C/C2=CC=CC=C2.C=1C=CC(=CC1)/C=C/C(=O)/C=C/C2=CC=CC=C2.[Pd].[Pd] (tris(dibenzylideneacetone)dipalladium). Solvent: C(Cl)(Cl)Cl (chloroform). Conditions: temperature 60 celsius. The product is COC(C1=CC(C(=O)N(CCC)C)=CC(=C1)C(C(=C)C)=O)=O (N-Methyl-5-(2-methylacryloyl)-N-propyl-isophthalamic acid methyl ester). Reaction SMILES: [CH3:1][O:2][C:3](=[O:30])[C:4]1[CH:16]=[C:15]([Sn](CCCC)(CCCC)CCCC)[CH:14]=[C:6]([C:7]([N:9]([CH3:13])[CH2:10][CH2:11][CH3:12])=[O:8])[CH:5]=1.[CH3:31][C:32](=[CH2:36])[C:33](Cl)=[O:34].C1(P(C2CCCCC2)C2CCCCC2)CCCCC1>C(Cl)(Cl)Cl.C1C=CC(/C=C/C(/C=C/C2C=CC=CC=2)=O)=CC=1.C1C=CC(/C=C/C(/C=C/C2C=CC=CC=2)=O)=CC=1.C1C=CC(/C=C/C(/C=C/C2C=CC=CC=2)=O)=CC=1.[Pd].[Pd]>[CH3:1][O:2][C:3](=[O:30])[C:4]1[CH:16]=[C:15]([C:33](=[O:34])[C:32]([CH3:36])=[CH2:31])[CH:14]=[C:6]([C:7]([N:9]([CH3:13])[CH2:10][CH2:11][CH3:12])=[O:8])[CH:5]=1 |f:4.5.6.7.8|. Reported procedure: Dissolve N-methyl-N-propyl-5-tributylstannanyl-isophthalamic acid methyl ester (885 mg, 168 mmol), 2-methyl-acryloyl chloride (172 mg, 1.64 mmol), tris(dibenzylideneacetone)dipalladium (46 mg, 0.05 mmol) and tricyclohexylphosphine (46 mg, 0.16 mmol)) in chloroform (15.5 mL) in a previously degassed vessel. Flush the mixture with nitrogen gas and heat the sealed mixture overnight at 60° C. Cool to room temperature and filter though a filtering agent. Concentrate the filtrate and purify (silica ge... Reactants: N[C@@H]1[C@@H](CCC1)NC=1N=CC2=C(N1)N(C(C(=C2)C2=C(C(=CC(=C2Cl)OC)OC)Cl)=O)CC (2-(((1R,2S)-2-aminocyclopentyl)amino)-6-(2,6-dichloro-3,5-dimethoxyphenyl)-8-ethylpyrido[2,3-d]pyrimidin-7(8H)-one), CCN(C(C)C)C(C)C (DIEA), C(C=C)(=O)Cl (acryloyl chloride). Solvent: ClCCl (dichloromethane). Reaction conditions: time 1 hour. Product: ClC1=C(C(=C(C=C1OC)OC)Cl)C1=CC2=C(N=C(N=C2)N[C@H]2[C@H](CCC2)NC(C=C)=O)N(C1=O)CC (N-((1S,2R)-2-((6-(2,6-dichloro-3,5-dimethoxyphenyl)-8-ethyl-7-oxo-7,8-dihydropyrido[2,3-d]pyrimidin-2-yl)amino)cyclopentyl)acrylamide). Isolated yield 64.4%. Reaction SMILES: [NH2:1][C@H:2]1[CH2:6][CH2:5][CH2:4][C@H:3]1[NH:7][C:8]1[N:9]=[CH:10][C:11]2[CH:17]=[C:16]([C:18]3[C:23]([Cl:24])=[C:22]([O:25][CH3:26])[CH:21]=[C:20]([O:27][CH3:28])[C:19]=3[Cl:29])[C:15](=[O:30])[N:14]([CH2:31][CH3:32])[C:12]=2[N:13]=1.CCN(C(C)C)C(C)C.[C:42](Cl)(=[O:45])[CH:43]=[CH2:44]>ClCCl>[Cl:24][C:23]1[C:22]([O:25][CH3:26])=[CH:21][C:20]([O:27][CH3:28])=[C:19]([Cl:29])[C:18]=1[C:16]1[C:15](=[O:30])[N:14]([CH2:31][CH3:32])[C:12]2[N:13]=[C:8]([NH:7][C@@H:3]3[CH2:4][CH2:5][CH2:6][C@@H:2]3[NH:1][C:42](=[O:45])[CH:43]=[CH2:44])[N:9]=[CH:10][C:11]=2[CH:17]=1. Procedure: To a solution of 2-(((1R,2S)-2-aminocyclopentyl)amino)-6-(2,6-dichloro-3,5-dimethoxyphenyl)-8-ethylpyrido[2,3-d]pyrimidin-7(8H)-one (0.105 mmol) in dichloromethane (2.1 mL) at −20° C. was added DIEA (0.018 mL, 0.105 mmol) and acryloyl chloride (0.008 mL, 0.105 mmol) and the reaction was stirred for 1 h. LC-MS indicated complete consumption of SM. The reaction mixture was purified by silica gel chromatography to yield N-((1S,2R)-2-((6-(2,6-dichloro-3,5-dimethoxyphenyl)-8-ethyl-7-oxo-7,8-dihydropy... Reactants: C[O-], CO, COC, FC(F)=C(F)C(F)(F)F, [Na+]. Product: O=C(F)C(F)C(F)(F)F. As a reaction SMILES: [CH3:13][O-:14].[CH3:16][OH:17].[CH3:1][O:2][CH3:3].[F:4][C:5]([C:6](=[C:7]([F:8])[F:9])[F:10])([F:11])[F:12].[Na+:15]>>[O:2]=[C:7]([CH:6]([C:5]([F:4])([F:11])[F:12])[F:10])[F:8]. Starting materials: [Br-], CCC(C)(Br)C(=O)c1ccc(OC)c(Cl)c1Cl, [Li+], CN(C)C=O. Product: CC=C(C)C(=O)c1ccc(OC)c(Cl)c1Cl. As a reaction SMILES: [Br-:19].[Br:1][C:2]([C:3](=[O:4])[c:5]1[c:6]([Cl:14])[c:7]([Cl:13])[c:8]([O:11][CH3:12])[cH:9][cH:10]1)([CH2:15][CH3:16])[CH3:17].[Li+:18].[O:20]=[CH:21][N:22]([CH3:23])[CH3:24]>>[C:2]([C:3](=[O:4])[c:5]1[c:6]([Cl:14])[c:7]([Cl:13])[c:8]([O:11][CH3:12])[cH:9][cH:10]1)(=[CH:15][CH3:16])[CH3:17].